This data is from the Open Reaction Database (ORD), a public repository of structured organic reaction records. The task is: describe an organic reaction: reactants, conditions, products, and yield The reactants are NC1=C(C=C(C=C1)OC)S(=O)(=O)N (2-amino-5-methoxy-benzenesulfonamide), ClC1=CC=C(C=C1)CCS(=O)(=O)Cl (2-(4-chloro-phenyl)-ethanesulfonyl chloride). The solvent is N1=CC=CC=C1 (pyridine). Reaction conditions: time 16 hour. Product: ClC1=CC=C(C=C1)CCS(=O)(=O)NC1=C(C=C(C=C1)OC)S(=O)(=O)N (2-[2-(4-Chloro-phenyl)-ethanesulfonylamino]-5-methoxy-benzenesulfonamide). Isolated yield 88.6%. RXN SMILES: [NH2:1][C:2]1[CH:7]=[CH:6][C:5]([O:8][CH3:9])=[CH:4][C:3]=1[S:10]([NH2:13])(=[O:12])=[O:11].[Cl:14][C:15]1[CH:20]=[CH:19][C:18]([CH2:21][CH2:22][S:23](Cl)(=[O:25])=[O:24])=[CH:17][CH:16]=1>N1C=CC=CC=1>[Cl:14][C:15]1[CH:16]=[CH:17][C:18]([CH2:21][CH2:22][S:23]([NH:1][C:2]2[CH:7]=[CH:6][C:5]([O:8][CH3:9])=[CH:4][C:3]=2[S:10]([NH2:13])(=[O:11])=[O:12])(=[O:25])=[O:24])=[CH:19][CH:20]=1. Procedure: To a solution of 2-amino-5-methoxy-benzenesulfonamide (4.0 g, 19.80 mmol) in pyridine (60 mL), 2-(4-chloro-phenyl)-ethanesulfonyl chloride (4.73 g, 19.79 mmol) was added slowly at 0° C. The reaction mixture was stirred at RT for 16 h and then concentrated under reduced pressure at 35° C. The residue was then partitioned between ethyl acetate and 1N HCl. The organic layer was separated, dried over sodium sulfate and concentrated in vacuo. The crude product was purified by flash column chromatogra... The reactants are CSC1=CC=C(C=C1)C(C#N)NC1=CC=C(C=C1)S(N)(=O)=O (α-(4-methylthiophenyl)-α-(4-sulfamoylanilino)acetonitrile), O=CC(C)=C (methacrolein). Product: CC=1C=C(N(C1)C1=CC=C(C=C1)S(N)(=O)=O)C1=CC=C(C=C1)SC (4-Methyl-2-(4-methylthiophenyl)-1-(4-sulfamoylphenyl)pyrrole), crystals. Yield: 31.0%. RXN SMILES: [CH3:1][S:2][C:3]1[CH:8]=[CH:7][C:6]([CH:9]([NH:12][C:13]2[CH:18]=[CH:17][C:16]([S:19](=[O:22])(=[O:21])[NH2:20])=[CH:15][CH:14]=2)[C:10]#N)=[CH:5][CH:4]=1.O=[CH:24][C:25](=C)[CH3:26]>>[CH3:26][C:25]1[CH:10]=[C:9]([C:6]2[CH:7]=[CH:8][C:3]([S:2][CH3:1])=[CH:4][CH:5]=2)[N:12]([C:13]2[CH:18]=[CH:17][C:16]([S:19](=[O:22])(=[O:21])[NH2:20])=[CH:15][CH:14]=2)[CH:24]=1. Procedure details: Following a procedure similar to that described in Example 1(iii), but using α-(4-methylthiophenyl)-α-(4-sulfamoylanilino)acetonitrile [prepared as described in step (ii) above] and methacrolein as starting materials, the title compound was obtained as pale brown scaly crystals (yield 31%), melting at 172-173° C. Starting materials: [BH4-], CN(C)C=O, FC(F)(F)CBr, N#CSc1ccc(N)c([N+](=O)[O-])c1, [Na+], O. Product: Nc1ccc(SCC(F)(F)F)cc1[N+](=O)[O-]. RXN SMILES: [BH4-:19].[CH3:14][N:15]([CH3:16])[CH:17]=[O:18].[F:21][C:22]([CH2:23][Br:24])([F:25])[F:26].[NH2:1][c:2]1[c:3]([N+:11](=[O:12])[O-:13])[cH:4][c:5]([S:8][C:9]#[N:10])[cH:6][cH:7]1.[Na+:20].[OH2:27]>>[NH2:1][c:2]1[c:3]([N+:11](=[O:12])[O-:13])[cH:4][c:5]([S:8][CH2:9][C:22]([F:21])([F:25])[F:26])[cH:6][cH:7]1. Starting materials: OCCN(C(C1=CC=CC=C1)=O)CCO (N,N-bis(2-hydroxyethyl)benzamide), C(CCCCCCC\C=C/CCCCCCCC)(=O)Cl (oleoyl chloride). Product: C(CCCCCCC\C=C/CCCCCCCC)(=O)OCCN(C(C1=CC=CC=C1)=O)CCOC(CCCCCCC\C=C/CCCCCCCC)=O (N,N-bis(2-oleoyloxyethyl)benzamide). As a reaction SMILES: [OH:1][CH2:2][CH2:3][N:4]([CH2:13][CH2:14][OH:15])[C:5](=[O:12])[C:6]1[CH:11]=[CH:10][CH:9]=[CH:8][CH:7]=1.[C:16](Cl)(=[O:34])[CH2:17][CH2:18][CH2:19][CH2:20][CH2:21][CH2:22][CH2:23]/[CH:24]=[CH:25]\[CH2:26][CH2:27][CH2:28][CH2:29][CH2:30][CH2:31][CH2:32][CH3:33]>>[C:16]([O:1][CH2:2][CH2:3][N:4]([CH2:13][CH2:14][O:15][C:16](=[O:34])[CH2:17][CH2:18][CH2:19][CH2:20][CH2:21][CH2:22][CH2:23]/[CH:24]=[CH:25]\[CH2:26][CH2:27][CH2:28][CH2:29][CH2:30][CH2:31][CH2:32][CH3:33])[C:5](=[O:12])[C:6]1[CH:7]=[CH:8][CH:9]=[CH:10][CH:11]=1)(=[O:34])[CH2:17][CH2:18][CH2:19][CH2:20][CH2:21][CH2:22][CH2:23]/[CH:24]=[CH:25]\[CH2:26][CH2:27][CH2:28][CH2:29][CH2:30][CH2:31][CH2:32][CH3:33]. Procedure details: N,N-bis(oleoyloxyethyl)benzamide was prepared by the procedue of example 1 from 19.5 gms. (0.1 mole) of N,N-bis(2-hydroxyethyl)benzamide and 60 gms. (0.2 mole) of oleoyl chloride. The structure of the final product was characterized on the basis of IR and NMR spectral analyses as described in example 1.